Dataset: the Open Reaction Database (ORD), a public repository of structured organic reaction records. Task: describe an organic reaction: reactants, conditions, products, and yield The reactants are CN1N=C(C(=C1)C=O)C=1OC(=CC1)[N+](=O)[O-] (1-methyl-3-(5-nitro-2-furyl)pyrazole-4-carboxaldehyde), CN(N)C (N,N-dimethylhydrazine), C(C)O (ethanol). Reagents/catalysts: C(C)(=O)O (acetic acid). Run in O (water). Yields the product CN(N=CC=1C(=NN(C1)C)C=1OC(=CC1)[N+](=O)[O-])C (1-methyl-3-(5-nitro-2-furyl)pyrazole-4-carboxaldehyde-dimethylhydrazone). Isolated yield 96.0%. As a reaction SMILES: [CH3:1][N:2]1[CH:6]=[C:5]([CH:7]=O)[C:4]([C:9]2[O:10][C:11]([N+:14]([O-:16])=[O:15])=[CH:12][CH:13]=2)=[N:3]1.[CH3:17][N:18]([CH3:20])[NH2:19].C(O)C>C(O)(=O)C.O>[CH3:17][N:18]([CH3:20])[N:19]=[CH:7][C:5]1[C:4]([C:9]2[O:10][C:11]([N+:14]([O-:16])=[O:15])=[CH:12][CH:13]=2)=[N:3][N:2]([CH3:1])[CH:6]=1. Reported procedure: Stir together 2 g of 1-methyl-3-(5-nitro-2-furyl)pyrazole-4-carboxaldehyde, 0.65 g of N,N-dimethylhydrazine, 2 drops of glacial acetic acid and 30 ml of ethanol for 4 hours at room temperature. Add 30 ml of water dropwise thereto to obtain a 96% yield of 1-methyl-3-(5-nitro-2-furyl)pyrazole-4-carboxaldehyde-dimethylhydrazone [m.p. 164° to 165° C].